Dataset: the Open Reaction Database (ORD), a public repository of structured organic reaction records. Task: describe an organic reaction: reactants, conditions, products, and yield The reactants are CCO, CNC(=O)c1cc(F)ccc1[N+](=O)[O-], [Pd]. The product is CNC(=O)c1cc(F)ccc1N. RXN SMILES: [CH3:15][CH2:16][OH:17].[F:1][c:2]1[cH:3][cH:4][c:5]([N+:12]([O-:13])=[O:14])[c:6]([C:7](=[O:8])[NH:9][CH3:10])[cH:11]1.[Pd:18]>>[F:1][c:2]1[cH:3][cH:4][c:5]([NH2:12])[c:6]([C:7](=[O:8])[NH:9][CH3:10])[cH:11]1.